From a dataset of the Open Reaction Database (ORD), a public repository of structured organic reaction records. describe an organic reaction: reactants, conditions, products, and yield Starting materials: FC=1C(=CN(C1C=1C(=NC=CC1)F)S(=O)(=O)C1=CC(=CC=C1)CO)CN(C(OC(C)(C)C)=O)C (tert-butyl [(4-fluoro-5-(2-fluoropyridin-3-yl)-1-{[3-(hydroxymethyl)phenyl]sulfonyl}-1H-pyrrol-3-yl)methyl]methylcarbamate), C(C)(=O)OCC.Cl (hydrogen chloride-ethyl acetate). Run in C(C)(=O)OCC (ethyl acetate), CC(C)O (2-propanol). Conditions: time 2 hour. Yields the product FC1=C(N(C=C1CNC)S(=O)(=O)C=1C=C(C=CC1)CO)C=1C(=NC=CC1)F ([3-({3-fluoro-2-(2-fluoropyridin-3-yl)-4-[(methylamino)methyl]-1H-pyrrol-1-yl}sulfonyl)phenyl]methanol). Yield: 50.1%. As a reaction SMILES: [F:1][C:2]1[C:3]([CH2:25][N:26](C)[C:27](=O)OC(C)(C)C)=[CH:4][N:5]([S:14]([C:17]2[CH:22]=[CH:21][CH:20]=[C:19]([CH2:23][OH:24])[CH:18]=2)(=[O:16])=[O:15])[C:6]=1[C:7]1[C:8]([F:13])=[N:9][CH:10]=[CH:11][CH:12]=1.C(OCC)(=O)C.Cl>C(OCC)(=O)C.CC(O)C>[F:1][C:2]1[C:3]([CH2:25][NH:26][CH3:27])=[CH:4][N:5]([S:14]([C:17]2[CH:18]=[C:19]([CH2:23][OH:24])[CH:20]=[CH:21][CH:22]=2)(=[O:16])=[O:15])[C:6]=1[C:7]1[C:8]([F:13])=[N:9][CH:10]=[CH:11][CH:12]=1 |f:1.2|. Reported procedure: To a solution of tert-butyl [(4-fluoro-5-(2-fluoropyridin-3-yl)-1-{[3-(hydroxymethyl)phenyl]sulfonyl}-1H-pyrrol-3-yl)methyl]methylcarbamate (207 mg) in ethyl acetate (3 mL) and 2-propanol (2 mL) was added 4 mol/L hydrogen chloride-ethyl acetate solution (6 mL), and the mixture was stirred at room temperature for 2 hr. The solvent was concentrated under reduced pressure, diluted with ethyl acetate, and washed with saturated aqueous sodium hydrogen carbonate solution. The separated aqueous layer w... Reactants: CC1(CC=C(C=2C=CC(=CC12)C#CC1=C(C(=O)O)C=CC=C1)C1=CC=CC=C1)C (((7,8-dihydro-8,8-dimethyl-5-phenylnaphth-2-yl)ethynyl]benzoic acid), CC1(CC=C(C=2C=CC(=CC12)C#CC1=C(C(=O)O)C=CC=C1)C1=CC=CC=C1)C (((7,8-dihydro-8,8-dimethyl-5-phenylnaphth-2-yl)ethynyl]benzoic acid), CC1(CC=C(C=2C=CC(=CC12)C#CC1=CC=C(C(=O)OCC)C=C1)C=1SC=CN1)C (ethyl 4-[(7,8-dihydro-8,8-dimethyl-5-(2-thiazolyl)naphth-2-yl)ethynyl]benzoate), CC1(CC=C(C=2C=CC(=CC12)C#CC1=CC=C(C(=O)OCC)C=C1)C=1SC=CN1)C (ethyl 4-[(7,8-dihydro-8,8-dimethyl-5-(2-thiazolyl)naphth-2-yl)ethynyl]benzoate). Product: CC1(CC=C(C=2C=CC(=CC12)C#CC1=CC=C(C(=O)O)C=C1)C=1SC=CN1)C (4-[(7,8-dihydro-8,8-dimethyl-5-(2-thiazolyl)naphth-2-yl)ethynyl]benzoic acid). As a reaction SMILES: CC1(C)C2C=C(C#CC3C=CC=CC=3C(O)=O)C=CC=2C(C2C=CC=CC=2)=CC1.[CH3:30][C:31]1([CH3:59])[C:40]2[CH:39]=[C:38]([C:41]#[C:42][C:43]3[CH:53]=[CH:52][C:46]([C:47]([O:49]CC)=[O:48])=[CH:45][CH:44]=3)[CH:37]=[CH:36][C:35]=2[C:34]([C:54]2[S:55][CH:56]=[CH:57][N:58]=2)=[CH:33][CH2:32]1>>[CH3:30][C:31]1([CH3:59])[C:40]2[CH:39]=[C:38]([C:41]#[C:42][C:43]3[CH:53]=[CH:52][C:46]([C:47]([OH:49])=[O:48])=[CH:45][CH:44]=3)[CH:37]=[CH:36][C:35]=2[C:34]([C:54]2[S:55][CH:56]=[CH:57][N:58]=2)=[CH:33][CH2:32]1. Reported procedure: Employing the same general procedure as for the preparation of 4-[(7,8-dihydro-8,8-dimethyl-5-phenylnaphth-2-yl)ethynyl]benzoic acid (Compound 97), 177 mg (0.43 mmol) of ethyl 4-[(7,8-dihydro-8,8-dimethyl-5-(2-thiazolyl)naphth-2-yl)ethynyl]benzoate (Compound 88) was converted to the title compound (white solid) using 91 mg (4.3 ml, 2.14 mmol) of LiOH (0.5M aqueous solution).